This data is from the Open Reaction Database (ORD), a public repository of structured organic reaction records. The task is: describe an organic reaction: reactants, conditions, products, and yield Reactants: CC(C)(C)c1ccc(C=CC(=O)O)cc1, Cl, CS(=O)(=O)Nc1ccc(CN)cc1Cl. The product is CC(C)(C)c1ccc(C=CC(=O)NCc2ccc(NS(C)(=O)=O)c(Cl)c2)cc1. RXN SMILES: [C:16]([CH3:17])([CH3:18])([CH3:19])[c:20]1[cH:21][cH:22][c:23]([CH:26]=[CH:27][C:28](=[O:29])[OH:30])[cH:24][cH:25]1.[ClH:15].[NH2:1][CH2:2][c:3]1[cH:4][c:5]([Cl:14])[c:6]([NH:9][S:10](=[O:11])(=[O:12])[CH3:13])[cH:7][cH:8]1>>[NH:1]([CH2:2][c:3]1[cH:4][c:5]([Cl:14])[c:6]([NH:9][S:10](=[O:11])(=[O:12])[CH3:13])[cH:7][cH:8]1)[C:28]([CH:27]=[CH:26][c:23]1[cH:22][cH:21][c:20]([C:16]([CH3:17])([CH3:18])[CH3:19])[cH:25][cH:24]1)=[O:29].